describe an organic reaction: reactants, conditions, products, and yield From a dataset of the Open Reaction Database (ORD), a public repository of structured organic reaction records. Reactants: CCc1nc2c(cnn2CC)c(NC2CCOCC2)c1CNC(=O)c1cccc(C(=O)NCc2ccc(F)c(-c3cccc(CO)c3)c2)c1, C1CCOC1, O=[Mn]=O. The product is CCc1nc2c(cnn2CC)c(NC2CCOCC2)c1CNC(=O)c1cccc(C(=O)NCc2ccc(F)c(-c3cccc(C=O)c3)c2)c1. As a reaction SMILES: [CH2:1]([CH3:2])[n:3]1[n:4][cH:5][c:6]2[c:7]1[n:8][c:9]([CH2:48][CH3:49])[c:10]([CH2:19][NH:20][C:21](=[O:22])[c:23]1[cH:24][c:25]([C:29](=[O:30])[NH:31][CH2:32][c:33]3[cH:34][c:35](-[c:40]4[cH:41][c:42]([CH2:46][OH:47])[cH:43][cH:44][cH:45]4)[c:36]([F:39])[cH:37][cH:38]3)[cH:26][cH:27][cH:28]1)[c:11]2[NH:12][CH:13]1[CH2:14][CH2:15][O:16][CH2:17][CH2:18]1.[CH2:50]1[O:51][CH2:52][CH2:53][CH2:54]1.[O:55]=[Mn:56]=[O:57]>>[CH2:1]([CH3:2])[n:3]1[n:4][cH:5][c:6]2[c:7]1[n:8][c:9]([CH2:48][CH3:49])[c:10]([CH2:19][NH:20][C:21](=[O:22])[c:23]1[cH:24][c:25]([C:29](=[O:30])[NH:31][CH2:32][c:33]3[cH:34][c:35](-[c:40]4[cH:41][c:42]([CH:46]=[O:47])[cH:43][cH:44][cH:45]4)[c:36]([F:39])[cH:37][cH:38]3)[cH:26][cH:27][cH:28]1)[c:11]2[NH:12][CH:13]1[CH2:14][CH2:15][O:16][CH2:17][CH2:18]1. Starting materials: CCO, N#CCCCCCCCCNS(=O)(=O)c1ccc(Cl)cc1, [Na+], [OH-], O. Product: O=C(O)CCCCCCCCNS(=O)(=O)c1ccc(Cl)cc1. Reaction SMILES: [CH3:25][CH2:26][OH:27].[Cl:1][c:2]1[cH:3][cH:4][c:5]([S:8](=[O:9])(=[O:10])[NH:11][CH2:12][CH2:13][CH2:14][CH2:15][CH2:16][CH2:17][CH2:18][CH2:19][C:20]#[N:21])[cH:6][cH:7]1.[Na+:24].[OH-:23].[OH2:22]>>[Cl:1][c:2]1[cH:3][cH:4][c:5]([S:8](=[O:9])(=[O:10])[NH:11][CH2:12][CH2:13][CH2:14][CH2:15][CH2:16][CH2:17][CH2:18][CH2:19][C:20](=[O:22])[OH:23])[cH:6][cH:7]1. Reactants: CC(C(=O)NC1=C(C=C(C(=C1)Cl)Cl)OC)(C)C (2,2-dimethyl-N-(4,5-dichloro-2-methoxyphenyl)propanamide), Cl (HCl). Solvent: C(C)O (ethanol). Yields the product ClC1=CC(=C(N)C=C1Cl)OC (4,5-dichloro-2-methoxyaniline). Isolated yield 100.0%. RXN SMILES: CC(C)(C)C([NH:5][C:6]1[CH:11]=[C:10]([Cl:12])[C:9]([Cl:13])=[CH:8][C:7]=1[O:14][CH3:15])=O.Cl>C(O)C>[Cl:13][C:9]1[C:10]([Cl:12])=[CH:11][C:6]([NH2:5])=[C:7]([O:14][CH3:15])[CH:8]=1. Reported procedure: The 2,2-dimethyl-N-(4,5-dichloro-2-methoxyphenyl)propanamide (3.70 grams, 0.01 mole) prepared in Part B was dissolved in ethanol: 12N HCl (1:1), the mixture heated under reflux overnight and then freed of volatiles under rotary evaporation. Partition between 2N HCl and dichloromethane gave an acid-soluble fraction which was worked up to give 1.1 grams (0.01 mole) of pure 4,5-dichloro-2-methoxyaniline as determined by thin layer chromatographic analysis. The dichloromethane fraction from above wa... Reactants: O=C([O-])[O-], Cc1ccc(S(=O)(=O)OCC2(C)Cc3cc(Cl)cc(OS(=O)(=O)C(F)(F)F)c3O2)cc1, CC(C)c1ccccc1B1OC(C)(C)C(C)(C)O1, [K+], [K+], OB(O)c1ccccc1. The product is Cc1ccc(S(=O)(=O)OCC2(C)Cc3cc(Cl)cc(-c4ccccc4)c3O2)cc1. Reaction SMILES: [C:41](=[O:42])([O-:43])[O-:44].[CH3:1][c:2]1[cH:3][cH:4][c:5]([S:8](=[O:9])(=[O:10])[O:11][CH2:12][C:13]2([CH3:31])[O:14][c:15]3[c:16]([cH:18][c:19]([Cl:30])[cH:20][c:21]3[O:22][S:23]([C:24]([F:25])([F:26])[F:27])(=[O:28])=[O:29])[CH2:17]2)[cH:6][cH:7]1.[CH:47]([c:48]1[cH:49][cH:50][cH:51][cH:52][c:53]1[B:54]1[O:55][C:56]([CH3:57])([CH3:58])[C:59]([CH3:60])([CH3:61])[O:62]1)([CH3:63])[CH3:64].[K+:45].[K+:46].[OH:32][B:33]([OH:34])[c:35]1[cH:36][cH:37][cH:38][cH:39][cH:40]1>>[CH3:1][c:2]1[cH:3][cH:4][c:5]([S:8](=[O:9])(=[O:10])[O:11][CH2:12][C:13]2([CH3:31])[O:14][c:15]3[c:16]([cH:18][c:19]([Cl:30])[cH:20][c:21]3-[c:35]3[cH:36][cH:37][cH:38][cH:39][cH:40]3)[CH2:17]2)[cH:6][cH:7]1. Reactants: COC(OC)c1cnc(C)c(Br)c1, ClCCl, [Na+], [Na+], O=C([O-])O, [OH-], O=C(OO)c1cccc(Cl)c1. The product is COC(OC)c1cc(Br)c(C)[n+]([O-])c1. As a reaction SMILES: [CH3:12][O:13][CH:14]([c:15]1[cH:16][c:17]([Br:22])[c:18]([CH3:21])[n:19][cH:20]1)[O:23][CH3:24].[Cl:32][CH2:33][Cl:34].[Na+:29].[Na+:31].[O-:25][C:26]([OH:27])=[O:28].[OH-:30].[OH:1][O:2][C:3]([c:4]1[cH:5][c:6]([Cl:7])[cH:8][cH:9][cH:10]1)=[O:11]>>[O-:1][n+:19]1[c:18]([CH3:21])[c:17]([Br:22])[cH:16][c:15]([CH:14]([O:13][CH3:12])[O:23][CH3:24])[cH:20]1. Reactants: C(C)(C)(C)OC(=O)N1CCC(CC1)N1C=CC2=CC(=CC=C12)C(=O)N1CCN(CC1)C(C)C (4-[5-(4-isopropyl-piperazine-1-carbonyl)-indol-1-yl]-piperidine-1-carboxylic acid tert-butyl ester), Cl (HCl), O1CCOCC1 (dioxane). Reaction conditions: temperature 60 celsius. The product is C(C)(C)N1CCN(CC1)C(=O)C=1C=C2C=CN(C2=CC1)C1CCN(CC1)CCC ((4-Isopropyl-piperazin-1-yl)-[1-(1-propyl-piperidin-4-yl)-1H-indol-5-yl]-methanone). Reaction SMILES: C(O[C:6]([N:8]1[CH2:13][CH2:12][CH:11]([N:14]2[C:22]3[C:17](=[CH:18][C:19]([C:23]([N:25]4[CH2:30][CH2:29][N:28]([CH:31]([CH3:33])[CH3:32])[CH2:27][CH2:26]4)=[O:24])=[CH:20][CH:21]=3)[CH:16]=[CH:15]2)[CH2:10][CH2:9]1)=O)(C)(C)C.Cl.O1CCO[CH2:37][CH2:36]1>>[CH:31]([N:28]1[CH2:27][CH2:26][N:25]([C:23]([C:19]2[CH:20]=[C:21]3[C:22](=[CH:17][CH:18]=2)[N:14]([CH:11]2[CH2:12][CH2:13][N:8]([CH2:6][CH2:36][CH3:37])[CH2:9][CH2:10]2)[CH:15]=[CH:16]3)=[O:24])[CH2:30][CH2:29]1)([CH3:33])[CH3:32]. Procedure details: 4-[5-(4-isopropyl-piperazine-1-carbonyl)-indol-1-yl]-piperidine-1-carboxylic acid tert-butyl ester (example 26) was treated with 4N HCl in dioxane and evaporated to dryness. The residue was used in the consecutive step without further purification. The residue was dissolved in THF and treated with KOtBu. Propyliodide was added and heated to 60° C. After evaporation to dryness the residue was dissolved in methanol/DMF and subjected to purification by preparative HPLC on reversed phase eluting wit... The product is O=C(Cc1ccccc1)NNC(=O)c1cc2cc(Cl)ncc2[nH]1. Starting materials: CCN=C=NCCCN(C)C, CCN(C(C)C)C(C)C, O=C(O)c1cc2cc(Cl)ncc2[nH]1, CN(C)C=O, On1nnc2ccccc21, NNC(=O)Cc1ccccc1. RXN SMILES: [CH3:33][CH2:34][N:35]=[C:36]=[N:37][CH2:38][CH2:39][CH2:40][N:41]([CH3:42])[CH3:43].[CH:14]([N:15]([CH2:16][CH3:17])[CH:18]([CH3:19])[CH3:20])([CH3:21])[CH3:22].[Cl:1][c:2]1[cH:3][c:4]2[c:5]([cH:6][n:7]1)[nH:8][c:9]([C:11](=[O:12])[OH:13])[cH:10]2.[O:55]=[CH:56][N:57]([CH3:58])[CH3:59].[OH:23][n:24]1[c:25]2[c:26]([cH:27][cH:28][cH:29][cH:30]2)[n:31][n:32]1.[c:44]1([CH2:50][C:51](=[O:52])[NH:53][NH2:54])[cH:45][cH:46][cH:47][cH:48][cH:49]1>>[Cl:1][c:2]1[cH:3][c:4]2[c:5]([cH:6][n:7]1)[nH:8][c:9]([C:11](=[O:13])[NH:54][NH:53][C:51]([CH2:50][c:44]1[cH:45][cH:46][cH:47][cH:48][cH:49]1)=[O:52])[cH:10]2. Reactants: solution, [H-].[Al+3].[Li+].[H-].[H-].[H-] (lithium aluminum hydride), ClC1=CC=C(C=C1)S(=O)(=O)N[C@@H]1[C@@H](CCCCC1)C(=O)OC (cis-methyl 2-(4-chlorophenylsulfonamido)cycloheptanecarboxylate). Solvent: O1CCCC1 (tetrahydrofuran), O1CCCC1 (tetrahydrofuran). Conditions: temperature -60 celsius, time 1.5 hour. Product: ClC1=CC=C(C=C1)S(=O)(=O)N[C@H]1[C@H](CCCCC1)CO (4-chloro-N-(cis-2-(hydroxymethyl)cycloheptyl)benzenesulfonamide). Isolated yield 97.5%. Reaction SMILES: [H-].[Al+3].[Li+].[H-].[H-].[H-].[Cl:7][C:8]1[CH:13]=[CH:12][C:11]([S:14]([NH:17][C@H:18]2[CH2:24][CH2:23][CH2:22][CH2:21][CH2:20][C@H:19]2[C:25](OC)=[O:26])(=[O:16])=[O:15])=[CH:10][CH:9]=1>O1CCCC1>[Cl:7][C:8]1[CH:13]=[CH:12][C:11]([S:14]([NH:17][C@@H:18]2[CH2:24][CH2:23][CH2:22][CH2:21][CH2:20][C@@H:19]2[CH2:25][OH:26])(=[O:15])=[O:16])=[CH:10][CH:9]=1 |f:0.1.2.3.4.5|. Procedure details: A 1.0 M solution of lithium aluminum hydride in tetrahydrofuran (7.5 mL, 7.5 mmol) was added dropwise to a solution of cis-methyl 2-(4-chlorophenylsulfonamido)cycloheptanecarboxylate (1.73 g, 5.0 mmol) in 60 mL anhydrous tetrahydrofuran under nitrogen cooled to −60° C. The reaction was stirred for 1.5 h at room temperature and quenched by the slow addition of 150 mL ethyl acetate followed by 150 mL saturated aqueous ammonium chloride. The layers were separated and the aqueous layer was extracted... Starting materials: C#CCOC(C)=O, C[Si](C)(C)[N-][Si](C)(C)C, CC(C)OC(=O)Cl, [Li+], C1CCOC1. Yields the product CC(=O)OCC#CCC(=O)OC(C)C. As a reaction SMILES: [C:1]([CH3:2])(=[O:3])[O:4][CH2:5][C:6]#[CH:7].[CH3:8][Si:9]([N-:10][Si:11]([CH3:12])([CH3:13])[CH3:14])([CH3:15])[CH3:16].[Cl:18][C:19](=[O:20])[O:21][CH:22]([CH3:23])[CH3:24].[Li+:17].[O:25]1[CH2:26][CH2:27][CH2:28][CH2:29]1>>[C:1]([CH3:2])(=[O:3])[O:4][CH2:5][C:6]#[C:7][CH2:8][C:19](=[O:20])[O:21][CH:22]([CH3:23])[CH3:24]. Reactants: C(Cl)(Cl)Cl (Chloroform), 4-N, Cl.O1CCOCC1 (hydrogen chloride dioxane), C([O-])(O)=O.[Na+] (sodium bicarbonate), C(C)(C)(C)OC(NC1=C(N=C(S1)C1=C(C=C(C=C1)Cl)OC)C)=O ([2-(4-chloro-2-methoxyphenyl)-4-methylthiazol-5-yl]carbamic acid tert-butyl ester). Solvent: CO (methanol). Reaction conditions: time 16 hour. Yields the product NC1=C(N=C(S1)C1=C(C=C(C=C1)Cl)OC)C (5-Amino-2-(4-chloro-2-methoxyphenyl)-4-methylthiazole). Isolated yield 64.8%. RXN SMILES: C(OC(=O)[NH:7][C:8]1[S:12][C:11]([C:13]2[CH:18]=[CH:17][C:16]([Cl:19])=[CH:15][C:14]=2[O:20][CH3:21])=[N:10][C:9]=1[CH3:22])(C)(C)C.Cl.O1CCOCC1.C(Cl)(Cl)Cl.C(=O)(O)[O-].[Na+]>CO>[NH2:7][C:8]1[S:12][C:11]([C:13]2[CH:18]=[CH:17][C:16]([Cl:19])=[CH:15][C:14]=2[O:20][CH3:21])=[N:10][C:9]=1[CH3:22] |f:1.2,4.5|. Procedure details: In methanol (25 ml), [2-(4-chloro-2-methoxyphenyl)-4-methylthiazol-5-yl]carbamic acid tert-butyl ester (1.02 g, 2.87 mmol) prepared in the Step 28-1-1 was dissolved, and a 4-N hydrogen chloride-dioxane solution (25 ml) was added thereto. The mixture was stirred at a room temperature for 16 hours. Chloroform was added to the mixture, and the resulting mixture was neutralized with a saturated sodium bicarbonate solution. The resulting mixture was subjected to extraction with chloroform. The extrac...